From a dataset of the Open Reaction Database (ORD), a public repository of structured organic reaction records. describe an organic reaction: reactants, conditions, products, and yield Yields the product ClCC=1C=C(OC2=NC(=CC=C2)C)C=CC1 (2-(3-(Chloromethyl)phenoxy)-6-methylpyridine). Isolated yield 100.7%. Reaction conditions: time 3 hour. RXN SMILES: [CH3:1][C:2]1[N:7]=[C:6]([O:8][C:9]2[CH:10]=[C:11]([CH2:15]O)[CH:12]=[CH:13][CH:14]=2)[CH:5]=[CH:4][CH:3]=1.S(Cl)([Cl:19])=O.C(=O)(O)[O-].[Na+]>ClCCl>[Cl:19][CH2:15][C:11]1[CH:10]=[C:9]([CH:14]=[CH:13][CH:12]=1)[O:8][C:6]1[CH:5]=[CH:4][CH:3]=[C:2]([CH3:1])[N:7]=1 |f:2.3|. Reactants: S(=O)(Cl)Cl (thionyl chloride), CC1=CC=CC(=N1)OC=1C=C(C=CC1)CO ((3-(6-Methylpyridin-2-yloxy)phenyl)methanol), C([O-])(O)=O.[Na+] (sodium bicarbonate). Solvent: ClCCl (dichloromethane). Procedure: (3-(6-Methylpyridin-2-yloxy)phenyl)methanol from Step 1 (3.7 g, 17 mmol), in dichloromethane (50 mL), was cooled to 0° C., and treated dropwise with thionyl chloride (1.50 mL, 20.6 mmol). The reaction mixture was allowed to warm to ambient temperature and was stirred for 3 h. Saturated aqueous sodium bicarbonate (20 mL) was added and the mixture was stirred at RT for 5 min. The organic layer was separated, dried over sodium sulfate, filtered and concentrated by evaporation to afford the title co... Reactants: CC1=C(C=C(C=C1)NC(=O)C1=CC(=NC=C1)N1CCOCC1)[N+](=O)[O-] (N-(4-methyl-3-nitrophenyl)-2-morpholinopyridine-4-carboxamide), [H][H] (Hydrogen). Reagents/catalysts: [Pd] (palladium on carbon). The solvent is CO (methanol), CO (Methanol). Run at time 18 hour. Yields the product NC=1C=C(C=CC1C)NC(=O)C1=CC(=NC=C1)N1CCOCC1 (N-(3-amino-4-methylphenyl)-2-morpholinopyridine-4-carboxamide). The yield is 66.0%. Reaction SMILES: [CH3:1][C:2]1[CH:7]=[CH:6][C:5]([NH:8][C:9]([C:11]2[CH:16]=[CH:15][N:14]=[C:13]([N:17]3[CH2:22][CH2:21][O:20][CH2:19][CH2:18]3)[CH:12]=2)=[O:10])=[CH:4][C:3]=1[N+:23]([O-])=O.[H][H]>[Pd].CO>[NH2:23][C:3]1[CH:4]=[C:5]([NH:8][C:9]([C:11]2[CH:16]=[CH:15][N:14]=[C:13]([N:17]3[CH2:18][CH2:19][O:20][CH2:21][CH2:22]3)[CH:12]=2)=[O:10])[CH:6]=[CH:7][C:2]=1[CH3:1]. Procedure details: Under argon, 5% palladium on carbon (850 mg) was added to N-(4-methyl-3-nitrophenyl)-2-morpholinopyridine-4-carboxamide (8.5 g) in methanol (300 ml). Hydrogen gas was introduced to the reaction via a balloon and stirred at ambient temperature for 18 hours. Methanol (200 ml) was added and the reaction mixture was filtered through celite. The filtrate was evaporated, then stirred in ethyl acetate, filtered again and washed with a small amount of methanol to yield N-(3-amino-4-methylphenyl)-2-morph...